This data is from the Open Reaction Database (ORD), a public repository of structured organic reaction records. The task is: describe an organic reaction: reactants, conditions, products, and yield Reactants: C(=O)(O)CC1=C(N(C2=CC=CC=C12)CC1=CC=CC2=CC=C(C=C12)F)C(=O)O (3-Carboxymethyl-1-(7-fluoro-naphthalen-1-ylmethyl)-1H-indole-2-carboxylic acid), FC1=CC=C2C=CC=C(C2=C1)CN1C2=C(C3=CC=CC=C13)CC(OC2=O)=O (9-(7-fluoro-naphthalen-1-ylmethyl)-4,9-dihydro-pyrano[3,4-b]indole-1,3-dione), CNC (dimethyl amine). The product is CN(C(=O)CC1=C(N(C2=CC=CC=C12)CC1=CC=CC2=CC=C(C=C12)F)C(=O)O)C (3-Dimethylcarbamoylmethyl-1-(7-fluoro-naphthalen-1-ylmethyl)-1H-indole-2-carboxylic acid). Reaction SMILES: [C:1]([CH2:4][C:5]1[C:13]2[C:8](=[CH:9][CH:10]=[CH:11][CH:12]=2)[N:7]([CH2:14][C:15]2[C:24]3[C:19](=[CH:20][CH:21]=[C:22]([F:25])[CH:23]=3)[CH:18]=[CH:17][CH:16]=2)[C:6]=1[C:26]([OH:28])=[O:27])(O)=[O:2].FC1C=C2C(C=CC=C2[CH2:40][N:41]2C3C(=CC=CC=3)C3CC(=O)OC(=O)[C:42]2=3)=CC=1.CNC>>[CH3:40][N:41]([CH3:42])[C:1]([CH2:4][C:5]1[C:13]2[C:8](=[CH:9][CH:10]=[CH:11][CH:12]=2)[N:7]([CH2:14][C:15]2[C:24]3[C:19](=[CH:20][CH:21]=[C:22]([F:25])[CH:23]=3)[CH:18]=[CH:17][CH:16]=2)[C:6]=1[C:26]([OH:28])=[O:27])=[O:2]. Procedure: 3-Carboxymethyl-1-(7-fluoro-naphthalen-1-ylmethyl)-1H-indole-2-carboxylic acid (from Example 102) was converted to 9-(7-fluoro-naphthalen-1-ylmethyl)-4,9-dihydro-pyrano[3,4-b]indole-1,3-dione as described in Example 68.1. which was converted according to Example 68.2. but using dimethyl amine to give the title compound as a white solid. MS: 403.5 ([M−H]−). Starting materials: N1CCC(CC1)N1N=CC(=C1)C1=CC=2N(N=C1)C(=CN2)C=2C=C(C=CC2)NC(=O)NCC(F)(F)F (N-{3-[7-(1-piperidin-4-yl-1H-pyrazol-4-yl)imidazo[1,2-b]pyridazin-3-yl]phenyl}-N′-(2,2,2-trifluoroethyl)urea), N(=C=O)CC1OCCC1 (2-(isocyanatomethyl)tetrahydrofuran). The product is O1C(CCC1)CNC(=O)N1CCC(CC1)N1N=CC(=C1)C1=CC=2N(N=C1)C(=CN2)C2=CC(=CC=C2)NC(=O)NCC(F)(F)F (N-(tetrahydrofuran-2-ylmethyl)-4-(4-{3-[3-({[(2,2,2-trifluoroethyl)amino]carbonyl}amino)phenyl]imidazo[1,2-b]pyridazin-7-yl}-1H-pyrazol-1-yl)piperidine-1-carboxamide). Reaction SMILES: [NH:1]1[CH2:6][CH2:5][CH:4]([N:7]2[CH:11]=[C:10]([C:12]3[CH:17]=[N:16][N:15]4[C:18]([C:21]5[CH:22]=[C:23]([NH:27][C:28]([NH:30][CH2:31][C:32]([F:35])([F:34])[F:33])=[O:29])[CH:24]=[CH:25][CH:26]=5)=[CH:19][N:20]=[C:14]4[CH:13]=3)[CH:9]=[N:8]2)[CH2:3][CH2:2]1.[N:36]([CH2:39][CH:40]1[CH2:44][CH2:43][CH2:42][O:41]1)=[C:37]=[O:38]>>[O:41]1[CH2:42][CH2:43][CH2:44][CH:40]1[CH2:39][NH:36][C:37]([N:1]1[CH2:6][CH2:5][CH:4]([N:7]2[CH:11]=[C:10]([C:12]3[CH:17]=[N:16][N:15]4[C:18]([C:21]5[CH:26]=[CH:25][CH:24]=[C:23]([NH:27][C:28]([NH:30][CH2:31][C:32]([F:33])([F:35])[F:34])=[O:29])[CH:22]=5)=[CH:19][N:20]=[C:14]4[CH:13]=3)[CH:9]=[N:8]2)[CH2:3][CH2:2]1)=[O:38]. Procedure details: This compound was prepared by using procedures analogous to those described for the synthesis of Example 30 (Step 6) starting from N-{3-[7-(1-piperidin-4-yl-1H-pyrazol-4-yl)imidazo[1,2-b]pyridazin-3-yl]phenyl}-N′-(2,2,2-trifluoroethyl)urea and 2-(isocyanatomethyl)tetrahydrofuran (Matrix Scientific, Cat. No. 030196). LCMS (M+H)+: m/z=612.3. Starting materials: C1(CC1)C1=CC(=NN1)NC1=NC(=NC=C1)NCC1=CC2=C(N(C=N2)C2OCCCC2)C=C1 (N4-(5-cyclopropyl-1H-pyrazol-3-yl)-N2-((1-(tetrahydro-2H-pyran-2-yl)-1H-benzo[d]imidazol-5-yl)methyl)pyrimidine-2,4-diamine), CC=1C=CC(=CC1)S(=O)(=O)O.O (p-TsOH.H2O). Run in CO (MeOH), O (water). Yields the product C1(CC1)C1=CC(=NN1)NC1=NC(=NC=C1)N (N4-(5-cyclopropyl-1H-pyrazol-3-yl)pyrimidine-2,4-diamine). RXN SMILES: [CH:1]1([C:4]2[NH:8][N:7]=[C:6]([NH:9][C:10]3[CH:15]=[CH:14][N:13]=[C:12]([NH:16]CC4C=CC5N(C6CCCCO6)C=NC=5C=4)[N:11]=3)[CH:5]=2)[CH2:3][CH2:2]1.CC1C=CC(S(O)(=O)=O)=CC=1.O>CO.O>[CH:1]1([C:4]2[NH:8][N:7]=[C:6]([NH:9][C:10]3[CH:15]=[CH:14][N:13]=[C:12]([NH2:16])[N:11]=3)[CH:5]=2)[CH2:3][CH2:2]1 |f:1.2|. Procedure details: To a solution of 32 (406 mg, 0.94 mmol) in MeOH (5 mL) and water (1 mL) was added p-TsOH.H2O (178 mg, 0.94 mmol). The reaction mixture was heated at reflux for 18 h. The solvent was evaporated under reduced pressure and the residue was purified by preparative HPLC to afford 180 mg (55%) of N2-41H-benzo[d]imidazol-5-yl)-methyl)-N4-(5-cyclopropyl-1H-pyrazol-3-yl)pyrimidine-2,4-diamine (I-13) as white solid. Reactants: C1(CCCCCC1)N (N-cycloheptylamine), ClC1=NC(=NC(=N1)Cl)NC1=CC(=C(C=C1)C)F ((4,6-Dichloro-[1,3,5]triazin-2-yl)-(3-fluoro-4-methyl-phenyl)-amine), [OH-].[Na+] (NaOH), O (water). Run in CC(=O)C (acetone), CC(=O)C (acetone). Product: ClC1=NC(=NC(=N1)NC1CCCCCC1)NC1=CC(=C(C=C1)C)F (6-Chloro-N-cycloheptyl-N′-(3-fluoro-4-methyl-phenyl)-[1,3,5]triazine-2,4-diamine). RXN SMILES: Cl[C:2]1[N:7]=[C:6]([Cl:8])[N:5]=[C:4]([NH:9][C:10]2[CH:15]=[CH:14][C:13]([CH3:16])=[C:12]([F:17])[CH:11]=2)[N:3]=1.[CH:18]1([NH2:25])[CH2:24][CH2:23][CH2:22][CH2:21][CH2:20][CH2:19]1.[OH-].[Na+].O>CC(C)=O>[Cl:8][C:6]1[N:7]=[C:2]([NH:25][CH:18]2[CH2:24][CH2:23][CH2:22][CH2:21][CH2:20][CH2:19]2)[N:3]=[C:4]([NH:9][C:10]2[CH:15]=[CH:14][C:13]([CH3:16])=[C:12]([F:17])[CH:11]=2)[N:5]=1 |f:2.3|. Reported procedure: To 156a (1.0010 g, 3.7 mmol) dissolved in acetone (20 mL) was added a solution of N-cycloheptylamine (0.5 mL, 3.7 mmol) in acetone (5 mL) followed by addition of 2.5 N NaOH (1.5 mL, 3.7 mmol) and water (4 mL). The reaction mixture was allowed to stir at reflux for 3 hours under nitrogen. The reaction mixture was extracted 3 times with dichloromethane; the combined organic layers were washed with brine, and dried over potassium carbonate. After filtering, the sample was concentrated, and the resu... The reactants are ClCCl, O=[N+]([O-])O, O=S(=O)(O)O, Cc1ccccc1CC(=O)O. The product is Cc1ccc([N+](=O)[O-])cc1CC(=O)O. As a reaction SMILES: [Cl:21][CH2:22][Cl:23].[OH:17][N+:18]([O-:19])=[O:20].[S:12](=[O:13])(=[O:14])([OH:15])[OH:16].[c:1]1([CH3:11])[c:2]([CH2:7][C:8](=[O:9])[OH:10])[cH:3][cH:4][cH:5][cH:6]1>>[c:1]1([CH3:11])[c:2]([CH2:7][C:8](=[O:9])[OH:10])[cH:3][c:4]([N+:18](=[O:17])[O-:19])[cH:5][cH:6]1. The reactants are Cc1ccccc1, CC(O)c1ccc(C#N)cc1. Yields the product CC(=O)c1ccc(C#N)cc1. Reaction SMILES: [CH3:12][c:13]1[cH:14][cH:15][cH:16][cH:17][cH:18]1.[OH:1][CH:2]([CH3:3])[c:4]1[cH:5][cH:6][c:7]([C:8]#[N:9])[cH:10][cH:11]1>>[O:1]=[C:2]([CH3:3])[c:4]1[cH:5][cH:6][c:7]([C:8]#[N:9])[cH:10][cH:11]1. Reactants: FC(C1=CC=C(OC2=CC(=NN2)C=2C=C(C=CC2)C2(COC2)NC(OC(C)(C)C)=O)C=C1)(F)F (tert-Butyl {3-[3-(5-(4-trifluoromethylphenoxy)-1H-pyrazol-3-yl)phenyl]oxetan-3-yl}carbamate), BrCC(=O)OCC (ethyl bromoacetate), C([O-])([O-])=O.[K+].[K+] (potassium carbonate). Solvent: CN(C)C=O (DMF), CCOC(=O)C (EtOAc). Reaction conditions: time 4 hour. Product: FC(C1=CC=C(OC2=NN(C(=C2)C2=CC(=CC=C2)C2(COC2)NC(=O)OC(C)(C)C)CC(=O)OCC)C=C1)(F)F (ethyl [3-(4-trifluoromethylphenoxy)-5-(3-{3-[(tert-butyloxycarbonyl)amino]oxetan-3-yl}phenyl)-1H-pyrazol-1-yl]acetate). RXN SMILES: [F:1][C:2]([F:34])([F:33])[C:3]1[CH:32]=[CH:31][C:6]([O:7][C:8]2[NH:12][N:11]=[C:10]([C:13]3[CH:14]=[C:15]([C:19]4([NH:23][C:24](=[O:30])[O:25][C:26]([CH3:29])([CH3:28])[CH3:27])[CH2:22][O:21][CH2:20]4)[CH:16]=[CH:17][CH:18]=3)[CH:9]=2)=[CH:5][CH:4]=1.Br[CH2:36][C:37]([O:39][CH2:40][CH3:41])=[O:38].C(=O)([O-])[O-].[K+].[K+]>CN(C=O)C.CCOC(C)=O>[F:34][C:2]([F:1])([F:33])[C:3]1[CH:32]=[CH:31][C:6]([O:7][C:8]2[CH:9]=[C:10]([C:13]3[CH:18]=[CH:17][CH:16]=[C:15]([C:19]4([NH:23][C:24]([O:25][C:26]([CH3:28])([CH3:29])[CH3:27])=[O:30])[CH2:22][O:21][CH2:20]4)[CH:14]=3)[N:11]([CH2:36][C:37]([O:39][CH2:40][CH3:41])=[O:38])[N:12]=2)=[CH:5][CH:4]=1 |f:2.3.4|. Procedure: tert-Butyl {3-[3-(5-(4-trifluoromethylphenoxy)-1H-pyrazol-3-yl)phenyl]oxetan-3-yl}carbamate (98 mg, 0.21 mmol), ethyl bromoacetate (80 mg, 0.47 nimbi), and potassium carbonate (67 mg, 0.48 mmol) were combined in 0.5 mL of DMF and the mixture was stirred at ambient temperature under argon atmosphere for 4 h, then warmed to 60° C. for 18 h. The mixture was diluted with EtOAc and washed with water and brine. The organic phase was dried over MgSO4, filtered, and the solvent was removed under reduced...